From a dataset of the Open Reaction Database (ORD), a public repository of structured organic reaction records. describe an organic reaction: reactants, conditions, products, and yield Starting materials: ClC(=O)C=1C(=C(C=C(C1)C1=CC=C(C=C1)C(F)(F)F)C1=CC=CC=C1)OC(C)=O (Acetic acid 5′-chlorocarbonyl-4-trifluoromethyl-[1,1′;3′,1″]terphenyl-4′-yl ester), ClC=1C=C(C=CC1F)C1=CC=C(C=C1)C[C@H](C1=NC(=NO1)C)N (2-(3′-Chloro-4′-fluoro-biphenyl-4-yl)-1-(R)-(3-methyl-[1,2,4]oxadiazol-5-yl)-ethylamine). Product: ClC=1C=C(C=CC1F)C1=CC=C(C=C1)C[C@H](C1=NC(=NO1)C)NC(=O)C=1C(=C(C=C(C1)C1=CC=C(C=C1)C(F)(F)F)C1=CC=CC=C1)OC(C)=O (Acetic acid 5′-[2-(3′-chloro-4′-fluoro-biphenyl-4-yl)-1-(R)-(3-methyl-[1,2,4]oxadiazol-5-yl)-ethylcarbamoyl]-4-trifluoromethyl-[1,1 ′;3′,1″]terphenyl-4′-yl ester). Isolated yield 40.0%. As a reaction SMILES: Cl[C:2]([C:4]1[C:5]([O:26][C:27](=[O:29])[CH3:28])=[C:6]([C:20]2[CH:25]=[CH:24][CH:23]=[CH:22][CH:21]=2)[CH:7]=[C:8]([C:10]2[CH:15]=[CH:14][C:13]([C:16]([F:19])([F:18])[F:17])=[CH:12][CH:11]=2)[CH:9]=1)=[O:3].[Cl:30][C:31]1[CH:32]=[C:33]([C:38]2[CH:43]=[CH:42][C:41]([CH2:44][C@@H:45]([NH2:52])[C:46]3[O:50][N:49]=[C:48]([CH3:51])[N:47]=3)=[CH:40][CH:39]=2)[CH:34]=[CH:35][C:36]=1[F:37]>>[Cl:30][C:31]1[CH:32]=[C:33]([C:38]2[CH:43]=[CH:42][C:41]([CH2:44][C@@H:45]([NH:52][C:2]([C:4]3[C:5]([O:26][C:27](=[O:29])[CH3:28])=[C:6]([C:20]4[CH:25]=[CH:24][CH:23]=[CH:22][CH:21]=4)[CH:7]=[C:8]([C:10]4[CH:11]=[CH:12][C:13]([C:16]([F:17])([F:18])[F:19])=[CH:14][CH:15]=4)[CH:9]=3)=[O:3])[C:46]3[O:50][N:49]=[C:48]([CH3:51])[N:47]=3)=[CH:40][CH:39]=2)[CH:34]=[CH:35][C:36]=1[F:37]. Reported procedure: Acetic acid 5′-[2-(3′-chloro-4′-fluoro-biphenyl-4-yl)-1-(R)-(3-methyl-[1,2,4]oxadiazol-5-yl)-ethylcarbamoyl]-4-trifluoromethyl-[1,1 ′;3′,1″]terphenyl-4′-yl ester (0.04 g ) was prepared from Acetic acid 5′-chlorocarbonyl-4-trifluoromethyl-[1,1′;3′,1″]terphenyl-4′-yl ester (0.06 g, 0.14 mmol) [prepared from 4′-Hydroxy-4-trifluoromethyl-[1,1′;3′,1″]terphenyl-5′-carboxylic acid following general procedures K & L.] and 2-(3′-Chloro-4′-fluoro-biphenyl-4-yl)-1-(R)-(3-methyl-[1,2,4]oxadiazol-5-yl)-ethyl... Starting materials: FC(C=1C=C(N)C=C(C1)C(F)(F)F)(F)F (3,5-di(trifluoromethyl)aniline), CNC(=N)NC#N (1-methyl-3-cyanoguanidine), Cl (hydrochloric acid). Solvent: O (water). Product: FC(C=1C=C(C=C(C1)C(F)(F)F)NC(=N)NC(=N)NC)(F)F (1-[3,5-di(trifluoromethyl)phenyl]-5-methylbiguanide). Reaction SMILES: [F:1][C:2]([F:15])([F:14])[C:3]1[CH:4]=[C:5]([CH:7]=[C:8]([C:10]([F:13])([F:12])[F:11])[CH:9]=1)[NH2:6].[CH3:16][NH:17][C:18]([NH:20][C:21]#[N:22])=[NH:19].Cl>O>[F:1][C:2]([F:14])([F:15])[C:3]1[CH:4]=[C:5]([NH:6][C:21]([NH:20][C:18]([NH:17][CH3:16])=[NH:19])=[NH:22])[CH:7]=[C:8]([C:10]([F:11])([F:12])[F:13])[CH:9]=1. Procedure: To 22.9 g (0.1 mole) of 3,5-di(trifluoromethyl)aniline and 12.6 g (0.1 mole) of 1-methyl-3-cyanoguanidine is added 10 ml of concentrated hydrochloric acid and 20 ml of water. The solution is heated on a steam bath for 1 hour at which time a solid precipitates out. The reaction mixture is cooled to room temperature, made strongly alkaline with 40% NaOH and extracted with ether. The ether layer is dried over potassium carbonate, and evaporated in vacuo to obtain an oil. The residue is triturated w...